This data is from the Open Reaction Database (ORD), a public repository of structured organic reaction records. The task is: describe an organic reaction: reactants, conditions, products, and yield The reactants are Cl.ClC1=NC(=CC=2N1N=C(N2)C2CCN(CC2)C2CC2)C2=C(C=C(C=C2)Cl)Cl (5-chloro-7-(2,4-dichlorophenyl)-2-(1-cyclopropylpiperidin-4-yl)-[1,2,4]-triazolo[1,5-c]pyrimidine hydrochloride), Cl.NC1=NC(=CC=C1C(CC)=O)NC1CNCCC1 (1-[2-Amino-6-(piperidin-3-ylamino)pyridin-3-yl]propan-1-one hydrochloride), C(C)(C)N(C(C)C)CC (N,N-diisopropylethylamine). Solvent: CS(=O)C (DMSO). Run at temperature 120 celsius. Yields the product NC1=NC(=CC=C1C(CC)=O)NC1CN(CCC1)C1=NC(=CC=2N1N=C(N2)C2CCN(CC2)C2CC2)C2=C(C=C(C=C2)Cl)Cl (1-[2-Amino-6-({1-[2-(1-cyclopropylpiperidin-4-yl)-7-(2,4-dichlorophenyl)[1,2,4]triazolo[1,5-c]-pyrimidin-5-yl]piperidin-3-yl}amino)pyridin-3-yl]propan-1-one). As a reaction SMILES: Cl.Cl[C:3]1[N:8]2[N:9]=[C:10]([CH:12]3[CH2:17][CH2:16][N:15]([CH:18]4[CH2:20][CH2:19]4)[CH2:14][CH2:13]3)[N:11]=[C:7]2[CH:6]=[C:5]([C:21]2[CH:26]=[CH:25][C:24]([Cl:27])=[CH:23][C:22]=2[Cl:28])[N:4]=1.Cl.[NH2:30][C:31]1[C:36]([C:37](=[O:40])[CH2:38][CH3:39])=[CH:35][CH:34]=[C:33]([NH:41][CH:42]2[CH2:47][CH2:46][CH2:45][NH:44][CH2:43]2)[N:32]=1.C(N(CC)C(C)C)(C)C>CS(C)=O>[NH2:30][C:31]1[C:36]([C:37](=[O:40])[CH2:38][CH3:39])=[CH:35][CH:34]=[C:33]([NH:41][CH:42]2[CH2:47][CH2:46][CH2:45][N:44]([C:3]3[N:8]4[N:9]=[C:10]([CH:12]5[CH2:17][CH2:16][N:15]([CH:18]6[CH2:19][CH2:20]6)[CH2:14][CH2:13]5)[N:11]=[C:7]4[CH:6]=[C:5]([C:21]4[CH:26]=[CH:25][C:24]([Cl:27])=[CH:23][C:22]=4[Cl:28])[N:4]=3)[CH2:43]2)[N:32]=1 |f:0.1,2.3|. Procedure: 25 mg (0.06 mmol) of 5-chloro-7-(2,4-dichlorophenyl)-2-(1-cyclopropylpiperidin-4-yl)-[1,2,4]-triazolo[1,5-c]pyrimidine hydrochloride, 20 mg (0.07 mmol) of 1-[2-amino-6-(piperidin-3-ylamino)pyridin-3-yl]propan-1-one hydrochloride (Example 27A) and 65 μl (0.4 mmol) of N,N-diisopropylethylamine were initially charged in 1.25 ml of DMSO. The mixture was heated in the microwave at 120° C. for 30 min. This gave, after purification of the crude product by preparative HPLC (Method 11), 21 mg (56% of the... The yield is 25.0%. Product: C(C)(C)OC1=CC=C2C(=N1)N(C(=N2)CO)C (5-Isopropoxy-2-hydroxymethyl-3methyl-3H-imidazo[4,5-b]pyridine). Starting materials: NC=1C(=NC(=CC1)OC(C)C)NC (3-amino-6-isopropoxy-2-methylaminopyridine), C(CO)(=O)O (glycolic acid). Reaction SMILES: [NH2:1][C:2]1[C:3]([NH:12][CH3:13])=[N:4][C:5]([O:8][CH:9]([CH3:11])[CH3:10])=[CH:6][CH:7]=1.[C:14]([OH:18])(=O)[CH2:15]O>>[CH:9]([O:8][C:5]1[N:4]=[C:3]2[N:12]([CH3:13])[C:15]([CH2:14][OH:18])=[N:1][C:2]2=[CH:7][CH:6]=1)([CH3:11])[CH3:10]. Reported procedure: A procedure similar to that described in Preparation 43 was repeated, except that 1.90 g of 3-amino-6-isopropoxy-2-methylaminopyridine (prepared as described in Preparation 101), and 2.39 g of glycolic acid were used, and that the product was purified by column chromatography through silica gel, using a 10:1 by volume mixture of ethyl acetate and methanol, to give 0.58 g of the title compound, melting at 125°-127° C.